Dataset: the Open Reaction Database (ORD), a public repository of structured organic reaction records. Task: describe an organic reaction: reactants, conditions, products, and yield Starting materials: [H-].[Na+] (NaH), ClC1=C(C(=CC=C1)Cl)N1N=C(C=C1O)C(F)(F)F (1-(2,6-dichlorophenyl)-3-trifluoromethyl-1H-pyrazol-5-ol), BrC1=CC=C(CBr)C=C1 (4-bromobenzyl bromide). Solvent: CN(C)C=O (DMF). Conditions: time 1 hour. Yields the product BrC1=CC=C(COC2=CC(=NN2C2=C(C=CC=C2Cl)Cl)C(F)(F)F)C=C1 (5-(4-bromobenzyloxy)-1-(2,6-dichlorophenyl)-3-trifluoromethyl-1H-pyrazole). Isolated yield 94.4%. As a reaction SMILES: [H-].[Na+].[Cl:3][C:4]1[CH:9]=[CH:8][CH:7]=[C:6]([Cl:10])[C:5]=1[N:11]1[C:15]([OH:16])=[CH:14][C:13]([C:17]([F:20])([F:19])[F:18])=[N:12]1.[Br:21][C:22]1[CH:29]=[CH:28][C:25]([CH2:26]Br)=[CH:24][CH:23]=1>CN(C=O)C>[Br:21][C:22]1[CH:29]=[CH:28][C:25]([CH2:26][O:16][C:15]2[N:11]([C:5]3[C:6]([Cl:10])=[CH:7][CH:8]=[CH:9][C:4]=3[Cl:3])[N:12]=[C:13]([C:17]([F:19])([F:20])[F:18])[CH:14]=2)=[CH:24][CH:23]=1 |f:0.1|. Procedure details: At 0° C. NaH (60%, 400 mg, 10 mmol) was added to a stirred mixture of 1-(2,6-dichlorophenyl)-3-trifluoromethyl-1H-pyrazol-5-ol (1.5 g, 5 mmol) and 4-bromobenzyl bromide (1.5 g, 6 mmol) in dry DMF (20 mL), the resulting mixture was stirred at ambient temperature for 1 h, then quenched with aqueous NH4Cl at 0° C., extracted with EtOAc. The combined extracts were washed with H2O and brine, dried over Na2SO4, and evaporated in vacuo. The crude product was purified by column chromatography (30% EtOAc...